From a dataset of the Open Reaction Database (ORD), a public repository of structured organic reaction records. describe an organic reaction: reactants, conditions, products, and yield Procedure details: At room temperature, 40.69 g (0.2186 mol) of ferrocene in 400 ml of abs. hexane is charged in a vessel. A mixture of 342 ml (0.547 mol) of 1.60 M n-butyllithium solution in hexane and 82.0 ml (63.6 g, 0.547 mol) of abs. N,N,N′,N′-tetramethylethylenediamine is added dropwise at room temperature within 6 h. The mixture is allowed to stir at room temperature for 18 h. The supernatant is filtered off through an immersion frit, and the orange filtration residue is suspended in 400 ml of abs. THF. At ... Reactants: C(CCC)[Li] (n-butyllithium), [CH-]1C=CC=C1.[CH-]1C=CC=C1.[Fe+2] (ferrocene), C(C)N(CC)P(Cl)N(CC)CC (bis(diethylamino)chlorophosphine), Cl (HCl), CN(CCN(C)C)C (N,N,N′,N′-tetramethylethylenediamine). Solvent: CCCCCC (hexane), CCCCCC (hexane), C(C)OCC (diethyl ether), C1CCOC1 (THF). Run at time 18 hour. Yields the product ClP([C-]1C=CC=C1)Cl.[C-]1(C=CC=C1)P(Cl)Cl.[Fe+2] (1,1′-bis[dichlorophosphino]ferrocene). Yield: 62.0%. RXN SMILES: [CH-:1]1[CH:5]=[CH:4][CH:3]=[CH:2]1.[CH-:6]1[CH:10]=[CH:9][CH:8]=[CH:7]1.[Fe+2:11].C([Li])CCC.CN(C)CCN(C)C.C(N([P:30](N(CC)CC)[Cl:31])CC)C.[ClH:37]>CCCCCC.C(OCC)C.C1COCC1>[Cl:37][P:30]([Cl:31])[C-:1]1[CH:5]=[CH:4][CH:3]=[CH:2]1.[C-:6]1([P:30]([Cl:31])[Cl:37])[CH:10]=[CH:9][CH:8]=[CH:7]1.[Fe+2:11] |f:0.1.2,10.11.12|. The reactants are FC=1C=C(C=CC1N1CC(CC1)=O)N1C(C2=CC=C(C=C2CC1)OC[C@H]1OCCC1)=O (2-[3-fluoro-4-(3-oxo-pyrrolidin-1-yl)-phenyl]-6-[(S)-1-(tetrahydrofuran-2-yl)methoxy]-3,4-dihydro-2H-isoquinolin-1-one), N1CCC(CC1)O (piperidin-4-ol). Yields the product FC=1C=C(C=CC1N1CC(CC1)N1CCC(CC1)O)N1C(C2=CC=C(C=C2CC1)OC[C@H]1OCCC1)=O (2-{3-Fluoro-4-[3-(4-hydroxy-piperidin-1-yl)-pyrrolidin-1-yl]-phenyl}-6-[(S)-1-(tetrahydrofuran-2-yl)methoxy]-3,4-dihydro-2H-isoquinolin-1-one). As a reaction SMILES: [F:1][C:2]1[CH:3]=[C:4]([N:14]2[CH2:23][CH2:22][C:21]3[C:16](=[CH:17][CH:18]=[C:19]([O:24][CH2:25][C@@H:26]4[CH2:30][CH2:29][CH2:28][O:27]4)[CH:20]=3)[C:15]2=[O:31])[CH:5]=[CH:6][C:7]=1[N:8]1[CH2:12][CH2:11][C:10](=O)[CH2:9]1.[NH:32]1[CH2:37][CH2:36][CH:35]([OH:38])[CH2:34][CH2:33]1>>[F:1][C:2]1[CH:3]=[C:4]([N:14]2[CH2:23][CH2:22][C:21]3[C:16](=[CH:17][CH:18]=[C:19]([O:24][CH2:25][C@@H:26]4[CH2:30][CH2:29][CH2:28][O:27]4)[CH:20]=3)[C:15]2=[O:31])[CH:5]=[CH:6][C:7]=1[N:8]1[CH2:12][CH2:11][CH:10]([N:32]2[CH2:37][CH2:36][CH:35]([OH:38])[CH2:34][CH2:33]2)[CH2:9]1. Procedure: According to Method J1, 2-[3-fluoro-4-(3-oxo-pyrrolidin-1-yl)-phenyl]-6-[(S)-1-(tetrahydrofuran-2-yl)methoxy]-3,4-dihydro-2H-isoquinolin-1-one was reacted with piperidin-4-ol. In this way the product was obtained with molecular weight 509.63 (C29H36FN3O4); MS (ESI): 510 (M+H+). Reactants: S1C(=NC2=C1C=CC=C2)N(C(=O)C=2C=CC=C1CCN(CC21)C=2SC(=C(N2)C(=O)OCC)C2=CC=C(C=C2)CO)COCC[Si](C)(C)C (ethyl 2-(8-(benzo[d]thiazol-2-yl((2-(trimethylsilyl)ethoxy)methyl)carbamoyl)-3,4-dihydroisoquinolin-2(1H)-yl)-5-(4-(hydroxymethyl)phenyl)thiazole-4-carboxylate), CC1(OB(OC1(C)C)C1=CC=C(C=C1)O)C (4-(4,4,5,5-tetramethyl-1,3,2-dioxaborolan-2-yl)phenol), OCC1=CC=C(C=C1)B(O)O (4-(hydroxymethyl)phenylboronic acid), BrC1=CSC2=C1N=CN=C2NC(C)C (7-bromo-N-isopropylthieno[3,2-d]pyrimidin-4-amine). Yields the product C(C)(C)NC=1C2=C(N=CN1)C(=CS2)C2=CC=C(C=C2)O (4-(4-(isopropylamino)thieno[3,2-d]pyrimidin-7-yl)phenol). RXN SMILES: S1C2C=CC=CC=2N=C1N(COCC[Si](C)(C)C)C(C1C=CC=C2C=1CN(C1SC(C3C=CC(CO)=CC=3)=C(C(OCC)=O)N=1)CC2)=O.OCC1C=CC(B(O)O)=CC=1.Br[C:61]1[C:65]2[N:66]=[CH:67][N:68]=[C:69]([NH:70][CH:71]([CH3:73])[CH3:72])[C:64]=2[S:63][CH:62]=1.CC1(C)C(C)(C)OB([C:82]2[CH:87]=[CH:86][C:85]([OH:88])=[CH:84][CH:83]=2)O1>>[CH:71]([NH:70][C:69]1[C:64]2[S:63][CH:62]=[C:61]([C:82]3[CH:87]=[CH:86][C:85]([OH:88])=[CH:84][CH:83]=3)[C:65]=2[N:66]=[CH:67][N:68]=1)([CH3:73])[CH3:72]. Procedure details: The title compound 69B was prepared in a similar manner to the synthesis of compound 34D by substituting compound 34C and 4-(hydroxymethyl)phenylboronic acid with compound 69A and 4-(4,4,5,5-tetramethyl-1,3,2-dioxaborolan-2-yl)phenol, respectively: 1H NMR (DMSO-d6): δ 9.49 (s, 1H), 8.50 (s, 1H), 8.10 (s, 1H), 7.88-7.91 (m, 2H), 7.57 (d, J=7.67 Hz, 1H), 6.83-6.86 (m, 2H), 4.44-4.53 (m, 1H), 1.25 (d, J=6.75 Hz, 6H). ESI (+)/MS: 286 (M−H)+. Reactants: COc1ccc(C(=O)Nc2cc(C(=O)NCCC3=CCCCC3)ccc2C)cc1OC, CO, O=C[O-], [NH4+]. Product: COc1ccc(C(=O)Nc2cc(C(=O)NCCC3CCCCC3)ccc2C)cc1OC. RXN SMILES: [C:5]1([CH2:11][CH2:12][NH:13][C:14]([c:15]2[cH:16][c:17]([NH:22][C:23]([c:24]3[cH:25][c:26]([O:32][CH3:33])[c:27]([O:30][CH3:31])[cH:28][cH:29]3)=[O:34])[c:18]([CH3:21])[cH:19][cH:20]2)=[O:35])=[CH:6][CH2:7][CH2:8][CH2:9][CH2:10]1.[CH3:36][OH:37].[CH:1]([O-:2])=[O:3].[NH4+:4]>>[CH:5]1([CH2:11][CH2:12][NH:13][C:14]([c:15]2[cH:16][c:17]([NH:22][C:23]([c:24]3[cH:25][c:26]([O:32][CH3:33])[c:27]([O:30][CH3:31])[cH:28][cH:29]3)=[O:34])[c:18]([CH3:21])[cH:19][cH:20]2)=[O:35])[CH2:6][CH2:7][CH2:8][CH2:9][CH2:10]1. Starting materials: C1COCCO1, COC(=O)c1ccccc1OS(=O)(=O)N(C)C, [Li+], [OH-]. The product is CN(C)S(=O)(=O)Oc1ccccc1C(=O)O. RXN SMILES: [CH2:20]1[O:21][CH2:22][CH2:23][O:24][CH2:25]1.[CH3:1][N:2]([S:3](=[O:4])(=[O:5])[O:6][c:7]1[c:8]([C:9](=[O:10])[O:11][CH3:12])[cH:13][cH:14][cH:15][cH:16]1)[CH3:17].[Li+:19].[OH-:18]>>[CH3:1][N:2]([S:3](=[O:4])(=[O:5])[O:6][c:7]1[c:8]([C:9](=[O:10])[OH:11])[cH:13][cH:14][cH:15][cH:16]1)[CH3:17]. Reactants: [Cl-].O[NH3+] (hydroxylammonium chloride), C(O)([O-])=O.[Na+] (sodium hydrogencarbonate), CS(=O)C (dimethyl sulfoxide), C(C)C1=CC2=C(N(C(N(C2=O)C2=CC=C(C=C2)OC(C)C)=O)CC2=C(C=C(C=C2)C=2C(=CC=CC2)C#N)F)S1 (4′-{[6-ethyl-3-(4-isopropoxyphenyl)-2,4-dioxo-3,4-dihydrothieno[2,3-d]pyrimidin-1(2H)-yl]methyl}-3′-fluorobiphenyl-2-carbonitrile). Run in O (water). Reaction conditions: temperature 40 celsius, time 30 minute. Product: C(C)C1=CC2=C(N(C(N(C2=O)C2=CC=C(C=C2)OC(C)C)=O)CC2=C(C=C(C=C2)C2=C(C=CC=C2)C2=NOC(N2)=O)F)S1 (6-ethyl-1-{[3-fluoro-2′-(5-oxo-4,5-dihydro-1,2,4-oxadiazol-3-yl)biphenyl-4-yl]methyl}-3-(4-isopropoxyphenyl)thieno[2,3-d]pyrimidine-2,4(1H,3H)-dione). Yield: 66.7%. Reaction SMILES: [Cl-].O[NH3+:3].[C:4](=[O:7])([O-])[OH:5].[Na+].CS(C)=O.[CH2:13]([C:15]1[S:51][C:18]2[N:19]([CH2:35][C:36]3[CH:41]=[CH:40][C:39]([C:42]4[C:43]([C:48]#[N:49])=[CH:44][CH:45]=[CH:46][CH:47]=4)=[CH:38][C:37]=3[F:50])[C:20](=[O:34])[N:21]([C:24]3[CH:29]=[CH:28][C:27]([O:30][CH:31]([CH3:33])[CH3:32])=[CH:26][CH:25]=3)[C:22](=[O:23])[C:17]=2[CH:16]=1)[CH3:14]>O>[CH2:13]([C:15]1[S:51][C:18]2[N:19]([CH2:35][C:36]3[CH:41]=[CH:40][C:39]([C:42]4[CH:47]=[CH:46][CH:45]=[CH:44][C:43]=4[C:48]4[NH:3][C:4](=[O:7])[O:5][N:49]=4)=[CH:38][C:37]=3[F:50])[C:20](=[O:34])[N:21]([C:24]3[CH:25]=[CH:26][C:27]([O:30][CH:31]([CH3:33])[CH3:32])=[CH:28][CH:29]=3)[C:22](=[O:23])[C:17]=2[CH:16]=1)[CH3:14] |f:0.1,2.3|. Procedure details: A mixture of hydroxylammonium chloride (1.1 g), sodium hydrogencarbonate (1.6 g) and dimethyl sulfoxide (10 mL) was stirred at 40° C. for 30 min, 4′-{[6-ethyl-3-(4-isopropoxyphenyl)-2,4-dioxo-3,4-dihydrothieno[2,3-d]pyrimidin-1(2H)-yl]methyl}-3′-fluorobiphenyl-2-carbonitrile (0.5 g) was added, and the mixture was stirred at 90° C. for 16 hr. To the reaction mixture was added water, and the precipitated solid was collected by filtration, washed with water, and dried under reduced pressure. The so... Reactants: CC1=NC(=CC(=C1N)C)N1CCOCC1 (2,4-Dimethyl-6-morpholin-4-yl-pyridin-3-ylamine), C1(CCCC1)CC(=O)Cl (cyclopentylacetyl chloride). Run in C(C)#N (acetonitrile). Conditions: temperature 150 celsius. Product: C1(CCCC1)CC(=O)NC=1C(=NC(=CC1C)N1CCOCC1)C (2-Cyclopentyl-N-(2,4-dimethyl-6-morpholin-4-yl-pyridin-3-yl)-acetamide). Isolated yield 49.0%. RXN SMILES: [CH3:1][C:2]1[C:7]([NH2:8])=[C:6]([CH3:9])[CH:5]=[C:4]([N:10]2[CH2:15][CH2:14][O:13][CH2:12][CH2:11]2)[N:3]=1.[CH:16]1([CH2:21][C:22](Cl)=[O:23])[CH2:20][CH2:19][CH2:18][CH2:17]1>C(#N)C>[CH:16]1([CH2:21][C:22]([NH:8][C:7]2[C:2]([CH3:1])=[N:3][C:4]([N:10]3[CH2:11][CH2:12][O:13][CH2:14][CH2:15]3)=[CH:5][C:6]=2[CH3:9])=[O:23])[CH2:20][CH2:19][CH2:18][CH2:17]1. Reported procedure: 2,4-Dimethyl-6-morpholin-4-yl-pyridin-3-ylamine (0.22 g) and cyclopentylacetyl chloride (0.19 mL) were dissolved in acetonitrile (5 mL) and heated to 150° C. for 10 minutes in a sealed microwave process vial. The reaction mixture was concentrated in vacuo and purified by flash chromatography (SiO2, heptane/ethylacetate 3:1) to furnish 0.17 g (49% yield) of the title compound as a white solid. LC-MS (m/z) 318 (MH+); tR=1.40, (UV, ELSD) 97%, 99%. 1H NMR (500 MHz, DMSO-d6): 1.21 (m, 2H), 1.52 (m, 2... The reactants are CN(C)CC1(c2ccc(O)cc2)CCOCC1, CC1CCCN1CCCCl, [K+], [K+], O=C([O-])[O-], CN(C)C=O. Product: CC1CCCN1CCCOc1ccc(C2(CN(C)C)CCOCC2)cc1. As a reaction SMILES: [CH3:1][N:2]([CH3:3])[CH2:4][C:5]1([c:11]2[cH:12][cH:13][c:14]([OH:17])[cH:15][cH:16]2)[CH2:6][CH2:7][O:8][CH2:9][CH2:10]1.[Cl:18][CH2:19][CH2:20][CH2:21][N:22]1[CH:23]([CH3:27])[CH2:24][CH2:25][CH2:26]1.[K+:28].[K+:29].[O-:30][C:31]([O-:32])=[O:33].[O:34]=[CH:35][N:36]([CH3:37])[CH3:38]>>[CH3:1][N:2]([CH3:3])[CH2:4][C:5]1([c:11]2[cH:12][cH:13][c:14]([O:17][CH2:19][CH2:20][CH2:21][N:22]3[CH:23]([CH3:27])[CH2:24][CH2:25][CH2:26]3)[cH:15][cH:16]2)[CH2:6][CH2:7][O:8][CH2:9][CH2:10]1.